Dataset: the Open Reaction Database (ORD), a public repository of structured organic reaction records. Task: describe an organic reaction: reactants, conditions, products, and yield Reactants: [Cl-].[NH4+] (ammonium chloride), CCCC[N+](CCCC)(CCCC)CCCC.[F-] (TBAF), C1CCOC1 (THF), [Si](C)(C)(C(C)(C)C)OCCNC1=CC=C2C=C(NC(C2=C1)=O)C1=C(C=CC=C1)C(F)(F)F (7-[2-(tert-butyldimethylsilanyloxy)ethylamino]-3-(2-trifluoromethylphenyl)-2H-isoquinolin-1-one). Run in C(C)(=O)OCC (ethyl acetate). Run at time 1 hour. The product is OCCNC1=CC=C2C=C(NC(C2=C1)=O)C1=C(C=CC=C1)C(F)(F)F (7-(2-hydroxyethylamino)-3-(2-trifluoromethylphenyl)-2H-isoquinolin-1-one). The yield is 112.6%. As a reaction SMILES: CCCC[N+](CCCC)(CCCC)CCCC.[F-].C1COCC1.[Si]([O:31][CH2:32][CH2:33][NH:34][C:35]1[CH:44]=[C:43]2[C:38]([CH:39]=[C:40]([C:46]3[CH:51]=[CH:50][CH:49]=[CH:48][C:47]=3[C:52]([F:55])([F:54])[F:53])[NH:41][C:42]2=[O:45])=[CH:37][CH:36]=1)(C(C)(C)C)(C)C.[Cl-].[NH4+]>C(OCC)(=O)C>[OH:31][CH2:32][CH2:33][NH:34][C:35]1[CH:44]=[C:43]2[C:38]([CH:39]=[C:40]([C:46]3[CH:51]=[CH:50][CH:49]=[CH:48][C:47]=3[C:52]([F:55])([F:53])[F:54])[NH:41][C:42]2=[O:45])=[CH:37][CH:36]=1 |f:0.1,4.5|. Procedure details: TBAF (1 M THF solution, 88.2 μL, 0.882 mmol) was added to a THF solution (4 mL) that contained the 7-[2-(tert-butyldimethylsilanyloxy)ethylamino]-3-(2-trifluoromethylphenyl)-2H-isoquinolin-1-one (204 mg, 0.441 mmol) obtained in step A, and the obtained mixture was then stirred at a room temperature for 1 hour. Thereafter, the reaction solution was poured into a mixed solution of ethyl acetate and a saturated ammonium chloride aqueous solution. An organic layer was dried over anhydrous sodium sul... Starting materials: O=C(Cl)c1ccccc1, CCCCCC, COC1CCC(=O)N1, [Li]CCCC, C1CCOC1. Yields the product COC1CCC(=O)N1C(=O)c1ccccc1. RXN SMILES: [C:14]([c:15]1[cH:16][cH:17][cH:18][cH:19][cH:20]1)(=[O:21])[Cl:22].[CH3:23][CH2:24][CH2:25][CH2:26][CH2:27][CH3:28].[CH3:6][O:7][CH:8]1[CH2:9][CH2:10][C:11](=[O:13])[NH:12]1.[Li:1][CH2:2][CH2:3][CH2:4][CH3:5].[O:29]1[CH2:30][CH2:31][CH2:32][CH2:33]1>>[CH3:6][O:7][CH:8]1[CH2:9][CH2:10][C:11](=[O:13])[N:12]1[C:14]([c:15]1[cH:16][cH:17][cH:18][cH:19][cH:20]1)=[O:21]. The reactants are CCC=CCC=CCC=CCC=CCC=CCC=CCCC(=O)NC(CC(C)C)C(=O)Nc1ccc(O)c(C(=O)OC)c1, CO, Cl, [Na+], [OH-]. The product is CCC=CCC=CCC=CCC=CCC=CCC=CCCC(=O)NC(CC(C)C)C(=O)Nc1ccc(O)c(C(=O)O)c1. As a reaction SMILES: [C:1]([CH2:2][CH2:3][CH:4]=[CH:5][CH2:6][CH:7]=[CH:8][CH2:9][CH:10]=[CH:11][CH2:12][CH:13]=[CH:14][CH2:15][CH:16]=[CH:17][CH2:18][CH:19]=[CH:20][CH2:21][CH3:22])(=[O:23])[NH:24][CH:25]([C:26](=[O:27])[NH:28][c:29]1[cH:30][cH:31][c:32]([OH:39])[c:33]([C:34](=[O:35])[O:36][CH3:37])[cH:38]1)[CH2:40][CH:41]([CH3:42])[CH3:43].[CH3:47][OH:48].[ClH:46].[Na+:45].[OH-:44]>>[C:1]([CH2:2][CH2:3][CH:4]=[CH:5][CH2:6][CH:7]=[CH:8][CH2:9][CH:10]=[CH:11][CH2:12][CH:13]=[CH:14][CH2:15][CH:16]=[CH:17][CH2:18][CH:19]=[CH:20][CH2:21][CH3:22])(=[O:23])[NH:24][CH:25]([C:26](=[O:27])[NH:28][c:29]1[cH:30][cH:31][c:32]([OH:39])[c:33]([C:34](=[O:35])[OH:36])[cH:38]1)[CH2:40][CH:41]([CH3:42])[CH3:43]. The reactants are Cl (hydrochloric acid), C(C)(=O)OC1=CC=C(C=CC(=O)Cl)C=C1 (p-acetoxycinnamoyl chloride), C(O)CN (monoethanolamine), CN (methylamine). Solvent: O (water), C(Cl)Cl (methylene chloride). Run at temperature 40 celsius, time 1 hour. The product is OC1=CC=C(C=CC(=O)NCCO)C=C1 (p-hydroxy-N-(2-hydroxyethyl)cinnamamide). Yield: 61.9%. Reaction SMILES: C([O:4][C:5]1[CH:15]=[CH:14][C:8]([CH:9]=[CH:10][C:11](Cl)=[O:12])=[CH:7][CH:6]=1)(=O)C.[CH2:16]([CH2:18][NH2:19])[OH:17].CN.Cl>O.C(Cl)Cl>[OH:4][C:5]1[CH:6]=[CH:7][C:8]([CH:9]=[CH:10][C:11]([NH:19][CH2:18][CH2:16][OH:17])=[O:12])=[CH:14][CH:15]=1. Procedure details: 43.6 g (194 mmol) of p-acetoxycinnamoyl chloride was added to 200 ml of methylene chloride and heated at 40° C. to make a homogeneous solution. The solution was cooled down to 15°-20° C., into which 35.5 g (582 mmol) of monoethanolamine was dropped. Since the system generated heat during-the dropping, it was cooled and the dropping rate was so controlled that the liquid temperature was maintained at 15°-20° C. After completion of the dropping, the system was stirred at room temperature for 1 hou... Starting materials: O=C(n1ccnc1)n1ccnc1, CC(C)(O)C(=O)O, Cc1nc2ccccc2n1C1CC2CCC(C1)N2CCC1(c2ccccc2)CCNCC1, ClCCCl, [Na+], O=C([O-])O. Yields the product Cc1nc2ccccc2n1C1CC2CCC(C1)N2CCC1(c2ccccc2)CCN(C(=O)C(C)(C)O)CC1. RXN SMILES: [C:8]([n:9]1[cH:10][cH:11][n:12][cH:13]1)([n:14]1[cH:15][cH:16][n:17][cH:18]1)=[O:19].[CH3:1][C:2]([CH3:3])([OH:4])[C:5]([OH:6])=[O:7].[CH3:20][c:21]1[n:22][c:23]2[c:24]([n:25]1[CH:26]1[CH2:27][CH:28]3[CH2:29][CH2:30][CH:31]([CH2:32]1)[N:33]3[CH2:34][CH2:35][C:36]1([c:42]3[cH:43][cH:44][cH:45][cH:46][cH:47]3)[CH2:37][CH2:38][NH:39][CH2:40][CH2:41]1)[cH:48][cH:49][cH:50][cH:51]2.[Cl:57][CH2:58][CH2:59][Cl:60].[Na+:56].[O-:52][C:53]([OH:54])=[O:55]>>[CH3:1][C:2]([CH3:3])([OH:4])[C:5](=[O:7])[N:39]1[CH2:38][CH2:37][C:36]([CH2:35][CH2:34][N:33]2[CH:28]3[CH2:27][CH:26]([n:25]4[c:21]([CH3:20])[n:22][c:23]5[c:24]4[cH:48][cH:49][cH:50][cH:51]5)[CH2:32][CH:31]2[CH2:30][CH2:29]3)([c:42]2[cH:43][cH:44][cH:45][cH:46][cH:47]2)[CH2:41][CH2:40]1. Reported procedure: tert-Butyl 4-(1H-indol-5-yloxy)-5H-pyrrolo[3,4-d]pyrimidine-6(7H)-carboxylate (152.2 mg, 0.432 mmol) is suspended in THF (5 mL), flushed with nitrogen and cooled to 0° C. NaH (33 mg, 0.825 mmol, 60% in mineral oil) is added and mixture is stirred for 10 minutes. Phenyl 2-methylbenzofuran-5-ylcarbamate (280 mg, 1.048 mmol) is added neat and the reaction is allowed to stir to room temperature overnight. The reaction is cooled in an ice bath and quenched with a saturated solution of ammonium chlori... Reactants: N1C=CC2=CC(=CC=C12)OC=1C2=C(N=CN1)CN(C2)C(=O)OC(C)(C)C (tert-Butyl 4-(1H-indol-5-yloxy)-5H-pyrrolo[3,4-d]pyrimidine-6(7H)-carboxylate), [H-].[Na+] (NaH), CC=1OC2=C(C1)C=C(C=C2)NC(OC2=CC=CC=C2)=O (Phenyl 2-methylbenzofuran-5-ylcarbamate). Run in C1CCOC1 (THF). The product is CC=1OC2=C(C1)C=C(C=C2)NC(=O)N2C=CC1=CC(=CC=C21)OC=2C1=C(N=CN2)CNC1 (5-(6,7-dihydro-5H-pyrrolo[3,4-d]pyrimidin-4-yloxy)-indole-1-carboxylic acid (2-methyl-benzofuran-5-yl)-amide). RXN SMILES: [NH:1]1[C:9]2[C:4](=[CH:5][C:6]([O:10][C:11]3[C:12]4[CH2:19][N:18](C(OC(C)(C)C)=O)[CH2:17][C:13]=4[N:14]=[CH:15][N:16]=3)=[CH:7][CH:8]=2)[CH:3]=[CH:2]1.[H-].[Na+].[CH3:29][C:30]1[O:31][C:32]2[CH:38]=[CH:37][C:36]([NH:39][C:40](=O)[O:41]C3C=CC=CC=3)=[CH:35][C:33]=2[CH:34]=1>C1COCC1>[CH3:29][C:30]1[O:31][C:32]2[CH:38]=[CH:37][C:36]([NH:39][C:40]([N:1]3[C:9]4[C:8](=[CH:7][C:6]([O:10][C:11]5[C:12]6[CH2:19][NH:18][CH2:17][C:13]=6[N:14]=[CH:15][N:16]=5)=[CH:5][CH:4]=4)[CH:3]=[CH:2]3)=[O:41])=[CH:35][C:33]=2[CH:34]=1 |f:1.2|. Conditions: temperature 0 celsius, time 10 minute. Starting materials: CCCCP(CCCC)CCCC, C1CCOC1, CCCc1c(Cc2ccc(-c3ccccc3C#N)cc2)c(=O)[nH]c2nc(C)nn12, CCOC(C)=O, O=C(N=NC(=O)N1CCCCC1)N1CCCCC1, OCC1(c2ccccc2)CC1. Yields the product CCCc1c(Cc2ccc(-c3ccccc3C#N)cc2)c(=O)n(CC2(c3ccccc3)CC2)c2nc(C)nn12. RXN SMILES: [CH2:41]([P:42]([CH2:43][CH2:44][CH2:45][CH3:46])[CH2:47][CH2:48][CH2:49][CH3:50])[CH2:51][CH2:52][CH3:53].[CH2:72]1[O:73][CH2:74][CH2:75][CH2:76]1.[CH3:1][c:2]1[n:3][n:4]2[c:5]([nH:6][c:7](=[O:28])[c:8]([CH2:13][c:14]3[cH:15][cH:16][c:17](-[c:20]4[c:21]([C:26]#[N:27])[cH:22][cH:23][cH:24][cH:25]4)[cH:18][cH:19]3)[c:9]2[CH2:10][CH2:11][CH3:12])[n:29]1.[CH3:77][CH2:78][O:79][C:80](=[O:81])[CH3:82].[N:54]([C:55]([N:56]1[CH2:57][CH2:58][CH2:59][CH2:60][CH2:61]1)=[O:62])=[N:63][C:64]([N:65]1[CH2:66][CH2:67][CH2:68][CH2:69][CH2:70]1)=[O:71].[c:30]1([C:36]2([CH2:39][OH:40])[CH2:37][CH2:38]2)[cH:31][cH:32][cH:33][cH:34][cH:35]1>>[CH3:1][c:2]1[n:3][n:4]2[c:5]([n:6]([CH2:39][C:36]3([c:30]4[cH:31][cH:32][cH:33][cH:34][cH:35]4)[CH2:37][CH2:38]3)[c:7](=[O:28])[c:8]([CH2:13][c:14]3[cH:15][cH:16][c:17](-[c:20]4[c:21]([C:26]#[N:27])[cH:22][cH:23][cH:24][cH:25]4)[cH:18][cH:19]3)[c:9]2[CH2:10][CH2:11][CH3:12])[n:29]1.